From a dataset of the Open Reaction Database (ORD), a public repository of structured organic reaction records. describe an organic reaction: reactants, conditions, products, and yield Reactants: CC(=O)O, Cc1cnc(C)c(C)c1Cl, OO. Yields the product Cc1c[n+]([O-])c(C)c(C)c1Cl. Reaction SMILES: [CH3:13][C:14](=[O:15])[OH:16].[Cl:1][c:2]1[c:3]([CH3:10])[c:4]([CH3:9])[n:5][cH:6][c:7]1[CH3:8].[OH:11][OH:12]>>[Cl:1][c:2]1[c:3]([CH3:10])[c:4]([CH3:9])[n+:5]([O-:11])[cH:6][c:7]1[CH3:8]. Starting materials: CC(=O)C.OS(=O)(=O)O.O=[Cr](=O)=O (Jones reagent), carboxylic acid, CC(C)=CCCC(C)CCO (Citronellol), [Cr](=O)(=O)([O-])[O-] (chromate). Product: ester, C(CC(C)CCC=C(C)C)(=O)O (citronellic acid). RXN SMILES: [CH3:1][C:2](=[CH:4][CH2:5][CH2:6][CH:7]([CH2:9][CH2:10][OH:11])[CH3:8])[CH3:3].[Cr]([O-])([O-])(=O)=[O:13].CC(C)=O.OS(O)(=O)=O.O=[Cr](=O)=O>>[C:10]([OH:13])(=[O:11])[CH2:9][CH:7]([CH2:6][CH2:5][CH:4]=[C:2]([CH3:3])[CH3:1])[CH3:8] |f:2.3.4|. Reported procedure: Citronellol is oxidized with a chromate-type oxidizing agent (e.g., Jones reagent) to the carboxylic acid which is then esterified to give an ester of citronellic acid. The double bond is converted into an epoxide by a peroxide as described in Step 4. And then, the epoxide is oxidatively cleaved with a periodate to give an aldehyde, which is converted into the olefinic compound by convention Wittig reaction using trimethylphosphonium bromide and a base. The compound thus prepared is condensed wi...